The task is: describe an organic reaction: reactants, conditions, products, and yield. This data is from the Open Reaction Database (ORD), a public repository of structured organic reaction records. Reactants: C(C=C)Br (allyl bromide), ice, C(C=C)Br (allyl bromide), CC1=C(C(CCC1)(C)C)C=O (β-cyclocitral). The solvent is CCOCC (ether), CCOCC (ether), CCOCC (ether). Product: CC1=C(C(CCC1)(C)C)C(CC=C)O (2,6,6-trimethyl-1-[1-hydroxy-3-butenyl]-1-cyclohexene). The yield is 57.0%. As a reaction SMILES: [CH2:1](Br)[CH:2]=[CH2:3].[CH3:5][C:6]1[CH2:11][CH2:10][CH2:9][C:8]([CH3:13])([CH3:12])[C:7]=1[CH:14]=[O:15]>CCOCC>[CH3:5][C:6]1[CH2:11][CH2:10][CH2:9][C:8]([CH3:12])([CH3:13])[C:7]=1[CH:14]([OH:15])[CH2:3][CH:2]=[CH2:1]. Reported procedure: In a typical experiment 10.7 g. of Mg turnings and 5 g. of allyl bromide were allowed to react in 70 ml. of dry ether. The reaction was exothermic and the temperature of the reaction mixture increased up to the boiling point of the solvent. To this solution allyl bromide (46 g.) and β-cyclocitral (61 6.) in 160 ml. of ether were added with vigorous stirring at such a rate as to maintain the ether at the boiling temperature. The reaction mixture was then kept at reflux during 6 hours and after co... The reactants are COC(C1=CC(=CC=C1)CC(=O)NC1=CC(=CC=C1)\C=C\C=1SC=C(N1)C1CCC1)=O ((E)-3-[2-[3-[2-[4-(cyclobutyl)-2-thiazolyl]ethenyl]phenylamino]-2-oxoethyl]benzoic acid methyl ester), O.[OH-].[Li+] (lithium hydroxide monohydrate), O1CCCC1 (tetrahydrofuran), CO (methanol). Solvent: O (water). Run at time 20 hour. Product: C1(CCC1)C=1N=C(SC1)/C=C/C=1C=C(C=CC1)NC(CC=1C=C(C(=O)O)C=CC1)=O ((E)-3-[2-[3-[2-[4-(Cyclobutyl)-2-thiazolyl]ethenyl]phenylamino]-2-oxoethyl]benzoic acid). RXN SMILES: C[O:2][C:3](=[O:31])[C:4]1[CH:9]=[CH:8][CH:7]=[C:6]([CH2:10][C:11]([NH:13][C:14]2[CH:19]=[CH:18][CH:17]=[C:16](/[CH:20]=[CH:21]/[C:22]3[S:23][CH:24]=[C:25]([CH:27]4[CH2:30][CH2:29][CH2:28]4)[N:26]=3)[CH:15]=2)=[O:12])[CH:5]=1.O1CCCC1.CO.O.[OH-].[Li+]>O>[CH:27]1([C:25]2[N:26]=[C:22](/[CH:21]=[CH:20]/[C:16]3[CH:15]=[C:14]([NH:13][C:11](=[O:12])[CH2:10][C:6]4[CH:5]=[C:4]([CH:9]=[CH:8][CH:7]=4)[C:3]([OH:31])=[O:2])[CH:19]=[CH:18][CH:17]=3)[S:23][CH:24]=2)[CH2:28][CH2:29][CH2:30]1 |f:3.4.5|. Reported procedure: A solution composed of 0.5 g of (E)-3-[2-[3-[2-[4-(cyclobutyl)-2-thiazolyl]ethenyl]phenylamino]-2-oxoethyl]benzoic acid methyl ester, 20 ml of tetrahydrofuran, 3 ml of methanol, 3 ml of water and 353 mg of lithium hydroxide monohydrate was allowed to stand at room temperature for 20 hr. The solvents were removed by rotary evaporation and the residual materials were taken up in 30 ml of water. Addition of excess acetic acid caused the precipitation of 0.49 g of (E)-3-[2-[3-[2-[4-(cyclobutyl)-2-th... Product: CCOC=Cc1c(C(=O)NO)ncc2c1ccn2Cc1ccc(F)cc1. As a reaction SMILES: [CH2:1]([CH3:2])[O:3][CH:4]=[CH:5][c:6]1[c:7]2[c:8]([cH:9][n:10][c:11]1[C:12]([O:14][CH2:13][CH3:15])=[O:16])[n:17]([CH2:20][c:21]1[cH:22][cH:23][c:24]([F:27])[cH:25][cH:26]1)[cH:18][cH:19]2.[CH3:33][OH:34].[ClH:32].[NH2:28][OH:29].[Na+:31].[OH-:30]>>[CH2:1]([CH3:2])[O:3][CH:4]=[CH:5][c:6]1[c:7]2[c:8]([cH:9][n:10][c:11]1[C:12](=[O:14])[NH:28][OH:29])[n:17]([CH2:20][c:21]1[cH:22][cH:23][c:24]([F:27])[cH:25][cH:26]1)[cH:18][cH:19]2. Starting materials: CCOC=Cc1c(C(=O)OCC)ncc2c1ccn2Cc1ccc(F)cc1, CO, Cl, NO, [Na+], [OH-]. Starting materials: Cc1cc(Br)ccc1C(=O)NCc1ccccn1, C=O, CN(C)C=O, O=C[O-], [Na+], O. Yields the product Cc1cc(C=O)ccc1C(=O)NCc1ccccn1. As a reaction SMILES: [Br:1][c:2]1[cH:3][c:4]([CH3:18])[c:5]([C:6](=[O:7])[NH:8][CH2:9][c:10]2[n:11][cH:12][cH:13][cH:14][cH:15]2)[cH:16][cH:17]1.[C:23]=[O:24].[CH3:25][N:26]([CH3:27])[CH:28]=[O:29].[CH:19](=[O:20])[O-:21].[Na+:22].[OH2:30]>>[c:2]1([CH:19]=[O:20])[cH:3][c:4]([CH3:18])[c:5]([C:6](=[O:7])[NH:8][CH2:9][c:10]2[n:11][cH:12][cH:13][cH:14][cH:15]2)[cH:16][cH:17]1. Yields the product BrC1=C(C=C2C(=C1)OCO2)C#CC(=O)O (2-bromo-4, 5-methylenedioxyphenylpropiolic acid), ester. Reactants: C(C)C=1C(=C(C=C2C1OCO2)C#CC(=O)[O-])Br (ethyl-2-bromo-4,5-methylenedioxyphenylpropiolate), propiolate esters, C1=CC2=C(C=C1C=O)OCO2 (piperonal), C1OC2=C(O1)C=C(C(=C2)C=O)Br (6-bromopiperonal). Procedure: Bromination of piperonal (1) readily gave 6-bromopiperonal (2) which was conveniently converted to ethyl-2-bromo-4,5-methylenedioxyphenylpropiolate (3) by treatment with triethyl phosophonoiodoacetate under the general conditions devised by Wadsworth and Emmons for the synthesis of propiolate esters. The corresponding 2-bromo-4, 5-methylenedioxyphenylpropiolic acid (4) was obtained by alkaline hydrolysis of the ester (crude). Treatment of compound (4) with dicyclohexylcarbodiimide in DMSO to for... As a reaction SMILES: C1C(C=O)=CC2OCOC=2C=1.C1OC2C=C(Br)C(C=O)=CC=2O1.C([C:26]1[C:27]([Br:40])=[C:28]([C:35]#[C:36][C:37]([O-:39])=[O:38])[CH:29]=[C:30]2[O:34][CH2:33][O:32][C:31]=12)C>>[Br:40][C:27]1[CH:26]=[C:31]2[O:32][CH2:33][O:34][C:30]2=[CH:29][C:28]=1[C:35]#[C:36][C:37]([OH:39])=[O:38]. The reactants are CC=1C=C(C(=O)O)C=CC1N1C(COCC1)=O (3-methyl-4-(morpholin-3-on-4-yl)benzoic acid), ClC1=CC2=C(NC(=N2)[C@H](CCC2=NN=NN2)N)C=C1 ((1S)-1-(5-chloro-1H-benzimidazol-2-yl)-3-(1H-tetrazol-5-yl)propylamine), CN(C)C(=[N+](C)C)ON1C2=C(C=CC=C2)N=N1.[B-](F)(F)(F)F (TBTU), CCN(C(C)C)C(C)C (DIPEA). Solvent: C1CCOC1 (THF). Product: ClC1=CC2=C(NC(=N2)[C@H](CCC2=NN=NN2)NC(C2=CC(=C(C=C2)N2C(COCC2)=O)C)=O)C=C1 (N-[(1S)-1-(5-chloro-1H-benzimidazol-2-yl)-3-(1H-tetrazol-5-yl)-propyl]-3-methyl-4-(morpholin-3-on-4-yl)-benzamide). RXN SMILES: [CH3:1][C:2]1[CH:3]=[C:4]([CH:8]=[CH:9][C:10]=1[N:11]1[CH2:16][CH2:15][O:14][CH2:13][C:12]1=[O:17])[C:5]([OH:7])=O.[Cl:18][C:19]1[CH:36]=[CH:35][C:22]2[NH:23][C:24]([C@@H:26]([NH2:34])[CH2:27][CH2:28][C:29]3[NH:33][N:32]=[N:31][N:30]=3)=[N:25][C:21]=2[CH:20]=1.CN(C(ON1N=NC2C=CC=CC1=2)=[N+](C)C)C.[B-](F)(F)(F)F.CCN(C(C)C)C(C)C>C1COCC1>[Cl:18][C:19]1[CH:36]=[CH:35][C:22]2[NH:23][C:24]([C@@H:26]([NH:34][C:5](=[O:7])[C:4]3[CH:8]=[CH:9][C:10]([N:11]4[CH2:16][CH2:15][O:14][CH2:13][C:12]4=[O:17])=[C:2]([CH3:1])[CH:3]=3)[CH2:27][CH2:28][C:29]3[NH:33][N:32]=[N:31][N:30]=3)=[N:25][C:21]=2[CH:20]=1 |f:2.3|. Procedure: Prepared analogously to Example 1f from 3-methyl-4-(morpholin-3-on-4-yl)benzoic acid, (1S)-1-(5-chloro-1H-benzimidazol-2-yl)-3-(1H-tetrazol-5-yl)propylamine, TBTU and DIPEA in THF with subsequent purification by chromatography on silica gel. Reactants: Cl (hydrochloric acid), C(C)C1=C(C(=CC(=C1)CC)CC)C=1C(N(N=C(C1S(=O)C)C(F)(F)F)C)=O (4-(2,4,6-triethylphenyl)-2-methyl-5-methylsulfinyl-6-trifluoromethyl-2,3-dihydro-3-pyridazinone), CN1C(CCC1)=O (N-methylpyrrolidone), [OH-].[Na+] (sodium hydroxide). The solvent is O (water), O (water). Reaction conditions: temperature 50 celsius, time 4 hour. Yields the product C(C)C1=C(C(=CC(=C1)CC)CC)C=1C(N(N=C(C1O)C(F)(F)F)C)=O (4-(2,4,6-triethylphenyl)-5-hydroxy-2-methyl-6-trifluoromethyl-2,3-dihydro-3-pyridazinone). The yield is 54.1%. Reaction SMILES: [CH2:1]([C:3]1[CH:8]=[C:7]([CH2:9][CH3:10])[CH:6]=[C:5]([CH2:11][CH3:12])[C:4]=1[C:13]1[C:14](=[O:27])[N:15]([CH3:26])[N:16]=[C:17]([C:22]([F:25])([F:24])[F:23])[C:18]=1S(C)=O)[CH3:2].CN1CCCC1=[O:34].[OH-].[Na+].Cl>O>[CH2:1]([C:3]1[CH:8]=[C:7]([CH2:9][CH3:10])[CH:6]=[C:5]([CH2:11][CH3:12])[C:4]=1[C:13]1[C:14](=[O:27])[N:15]([CH3:26])[N:16]=[C:17]([C:22]([F:25])([F:24])[F:23])[C:18]=1[OH:34])[CH3:2] |f:2.3|. Procedure: To a 50 ml volume three-necked flask, 4-(2,4,6-triethylphenyl)-2-methyl-5-methylsulfinyl-6-trifluoromethyl-2,3-dihydro-3-pyridazinone ((2-49)-(1)-40) (0.692 g), N-methylpyrrolidone (6.40 g), water (3.11 g), and sodium hydroxide (0.626 g) were added at room temperature. The resulting mixture was stirred at 50° C. for 4 hours. The reaction mixture was cooled to room temperature, added 12N hydrochloric acid (3 ml) and water (15 ml), and extracted with ethyl acetate (30 ml) 3 times. The combined org...